From a dataset of the Open Reaction Database (ORD), a public repository of structured organic reaction records. describe an organic reaction: reactants, conditions, products, and yield Reactants: Cl (Hydrochloric acid), C(C)SC=1N(C(C2=C(N1)NC(C=C2)=O)=O)C2=CC=C(C=C2)OCC(F)(F)F (2-(Ethylsulfanyl)-3-[4-(2,2,2-trifluoroethoxy)phenyl]pyrido[2,3-d]pyrimidine-4,7(3H,8H)-dione), IC (iodomethane), [H-].[Na+] (sodium hydride). The solvent is CN(C=O)C (N,N-dimethylformamide). Reaction conditions: time 45 minute. The product is C(C)SC=1N(C(C2=C(N1)N(C(C=C2)=O)C)=O)C2=CC=C(C=C2)OCC(F)(F)F (2-(ethylsulfanyl)-8-methyl-3-[4-(2,2,2-trifluoroethoxy)phenyl]pyrido[2,3-d]pyrimidine-4,7(3H,8H)-dione). RXN SMILES: [CH2:1]([S:3][C:4]1[N:5]([C:16]2[CH:21]=[CH:20][C:19]([O:22][CH2:23][C:24]([F:27])([F:26])[F:25])=[CH:18][CH:17]=2)[C:6](=[O:15])[C:7]2[CH:13]=[CH:12][C:11](=[O:14])[NH:10][C:8]=2[N:9]=1)[CH3:2].I[CH3:29].[H-].[Na+].Cl>CN(C)C=O>[CH2:1]([S:3][C:4]1[N:5]([C:16]2[CH:21]=[CH:20][C:19]([O:22][CH2:23][C:24]([F:26])([F:27])[F:25])=[CH:18][CH:17]=2)[C:6](=[O:15])[C:7]2[CH:13]=[CH:12][C:11](=[O:14])[N:10]([CH3:29])[C:8]=2[N:9]=1)[CH3:2] |f:2.3|. Reported procedure: 2-(Ethylsulfanyl)-3-[4-(2,2,2-trifluoroethoxy)phenyl]pyrido[2,3-d]pyrimidine-4,7(3H,8H)-dione (120 mg) and iodomethane (37.8 μl) were dissolved in N,N-dimethylformamide (2 ml), sodium hydride (60% in oil, 86 mg) was added thereto under ice-cooling, and the mixture was stirred for 45 min. 0.5M Hydrochloric acid (6 ml) was added thereto under ice-cooling, and the mixture was extracted with ethyl acetate. The extract was washed with water and saturated brine, dried over anhydrous magnesium sulfate,... Reactants: CCO, Cl, [Na+], C1CCOC1, [OH-], CCOC(=O)C=Cc1cnn(C)c1-c1ccoc1. Yields the product Cn1ncc(C=CC(=O)O)c1-c1ccoc1. As a reaction SMILES: [CH3:27][CH2:28][OH:29].[ClH:26].[Na+:25].[O:19]1[CH2:20][CH2:21][CH2:22][CH2:23]1.[OH-:24].[o:1]1[cH:2][c:3](-[c:6]2[c:7]([CH:12]=[CH:13][C:14](=[O:15])[O:16][CH2:17][CH3:18])[cH:8][n:9][n:10]2[CH3:11])[cH:4][cH:5]1>>[o:1]1[cH:2][c:3](-[c:6]2[c:7]([CH:12]=[CH:13][C:14](=[O:15])[OH:16])[cH:8][n:9][n:10]2[CH3:11])[cH:4][cH:5]1. Starting materials: ClCC(=O)NC(=O)OC1C(C(C(CC1)(O)CSC)C1(C(CC=C(C)C)O1)C)OC (4-O-chloroacetylcarbamoyl-2-(1,2-epoxy-1,5-dimethyl-4-hexenyl)-3-methoxy-1-methylthiomethyl-1,4-cyclohexanediol), C[S-] (thiomethoxide), CCOCC (ether). Solvent: CN(C=O)C (dimethylformamide). Conditions: time 1 hour. The product is O1C(C1CC=C(C)C)(C)C1C(CCC(C1OC)OC(NC(CC)=S)=O)(O)CSC (2-(1,2-epoxy-1,5-dimethyl-4-hexenyl)-3-methoxy-4-methylthioacetylcarbamoyloxy-1-methylthiomethylcyclohexanol). The yield is 79.0%. RXN SMILES: ClCC([NH:5][C:6]([O:8][CH:9]1[CH2:14][CH2:13][C:12]([CH2:16][S:17][CH3:18])([OH:15])[CH:11]([C:19]2([CH3:27])[O:26][CH:20]2[CH2:21][CH:22]=[C:23]([CH3:25])[CH3:24])[CH:10]1[O:28][CH3:29])=[O:7])=O.[CH3:30][S-:31].[CH3:32][CH2:33]OCC>CN(C)C=O>[O:26]1[CH:20]([CH2:21][CH:22]=[C:23]([CH3:24])[CH3:25])[C:19]1([CH:11]1[CH:10]([O:28][CH3:29])[CH:9]([O:8][C:6](=[O:7])[NH:5][C:30](=[S:31])[CH2:32][CH3:33])[CH2:14][CH2:13][C:12]1([CH2:16][S:17][CH3:18])[OH:15])[CH3:27]. Procedure details: In dimethylformamide (3 ml) was dissolved 4-O-chloroacetylcarbamoyl-2-(1,2-epoxy-1,5-dimethyl-4-hexenyl)-3-methoxy-1-methylthiomethyl-1,4-cyclohexanediol (500 mg). To the solution was added thiomethoxide (156 mg), and the mixture was stirred for one hour. The reaction mixture was diluted with ether (50 ml), which was washed with a saturated aqueous solution of sodium chloride, followed by drying over anhydrous magnesium sulfate. The solvent was distilled off under reduced pressure. The residue w... Reactants: CCCCCC, ClCCl, O=C(Cl)C=C1CCc2c(F)cccc21, [NH4+], [OH-]. The product is NC(=O)C=C1CCc2c(F)cccc21. As a reaction SMILES: [CH3:17][CH2:18][CH2:19][CH2:20][CH2:21][CH3:22].[Cl:23][CH2:24][Cl:25].[F:1][c:2]1[c:3]2[c:7]([cH:8][cH:9][cH:10]1)[C:6](=[CH:11][C:12](=[O:13])[Cl:14])[CH2:5][CH2:4]2.[NH4+:15].[OH-:16]>>[F:1][c:2]1[c:3]2[c:7]([cH:8][cH:9][cH:10]1)[C:6](=[CH:11][C:12](=[O:13])[NH2:15])[CH2:5][CH2:4]2. Starting materials: C1(=CC=CC=C1)B(O)O (Phenylboronic acid), C(=O)([O-])[O-].[Na+].[Na+] (Na2CO3), BrC1=CC=CC(N1)=NC1=C(C=CC=C1C(C)C)C(C)C (6-bromo-2-(2,6-diisopropylphenyl)iminopyridine). Reagents/catalysts: C=1C=CC(=CC1)[P](C=2C=CC=CC2)(C=3C=CC=CC3)[Pd]([P](C=4C=CC=CC4)(C=5C=CC=CC5)C=6C=CC=CC6)([P](C=7C=CC=CC7)(C=8C=CC=CC8)C=9C=CC=CC9)[P](C=1C=CC=CC1)(C=1C=CC=CC1)C=1C=CC=CC1 (tetrakis(triphenylphosphine)palladium(0)). The solvent is C1(=CC=CC=C1)C (toluene), C1(=CC=CC=C1)C (toluene). Conditions: temperature 70 celsius. Product: C1(=CC=CC=C1)C1=CC=CC(N1)=NC1=C(C=CC=C1C(C)C)C(C)C (6-(phenyl)-2[(2,6-diisopropylphenyl)imino]pyridine). RXN SMILES: [C:1]1(B(O)O)[CH:6]=[CH:5][CH:4]=[CH:3][CH:2]=1.C([O-])([O-])=O.[Na+].[Na+].Br[C:17]1[NH:22][C:21](=[N:23][C:24]2[C:29]([CH:30]([CH3:32])[CH3:31])=[CH:28][CH:27]=[CH:26][C:25]=2[CH:33]([CH3:35])[CH3:34])[CH:20]=[CH:19][CH:18]=1>C1(C)C=CC=CC=1.C1C=CC([P]([Pd]([P](C2C=CC=CC=2)(C2C=CC=CC=2)C2C=CC=CC=2)([P](C2C=CC=CC=2)(C2C=CC=CC=2)C2C=CC=CC=2)[P](C2C=CC=CC=2)(C2C=CC=CC=2)C2C=CC=CC=2)(C2C=CC=CC=2)C2C=CC=CC=2)=CC=1>[C:1]1([C:17]2[NH:22][C:21](=[N:23][C:24]3[C:29]([CH:30]([CH3:31])[CH3:32])=[CH:28][CH:27]=[CH:26][C:25]=3[CH:33]([CH3:35])[CH3:34])[CH:20]=[CH:19][CH:18]=2)[CH:6]=[CH:5][CH:4]=[CH:3][CH:2]=1 |f:1.2.3,^1:46,48,67,86|. Procedure details: Phenylboronic acid (316 mmol) and Na2CO3 (792 mmol) are dissolved into 200 mL of degassed 1:1 H2O/ethanol. This solution is added to a toluene solution (500 mL) of 6-bromo-2-(2,6-diisopropylphenyl)iminopyridine (109 g, 316 mmol). Inside of a dry box 1 g (0.86 mmol) of tetrakis(triphenylphosphine)palladium(0) is dissolved in 50 mL of degassed toluene. The solution is removed from the dry box and charged into the N2 purged reactor. The biphasic solution is vigorously stirred and heated to 70° C. f... Reactants: ClC1=CC=C(C=C1)[C@@H]1N=C(N([C@@H]1C1=CC=C(C=C1)Cl)C(=O)Cl)C1=C(C=CC(=C1)C(C)(C)C#N)OCC ((4S,5R)-4,5-bis-(4-chloro-phenyl)-2-[5-(cyano-dimethyl-methyl)-2-ethoxy-phenyl]-4,5-dihydro-imidazole-1-carbonyl chloride), N1(CCNCC1)CC(=O)N (2-piperazin-1-yl-acetamide). Yields the product ClC1=CC=C(C=C1)[C@@H]1N=C(N([C@@H]1C1=CC=C(C=C1)Cl)C(=O)N1CCN(CC1)CC(=O)N)C1=C(C=CC(=C1)C(C)(C)C#N)OCC (2-(4-{(4S,5R)-4,5-Bis-(4-chloro-phenyl)-2-[5-(cyano-dimethyl-methyl)-2-ethoxy-phenyl]-4,5-dihydro-imidazole-1-carbonyl}-piperazin-1-yl)-acetamide). As a reaction SMILES: [Cl:1][C:2]1[CH:7]=[CH:6][C:5]([C@H:8]2[C@@H:12]([C:13]3[CH:18]=[CH:17][C:16]([Cl:19])=[CH:15][CH:14]=3)[N:11]([C:20](Cl)=[O:21])[C:10]([C:23]3[CH:28]=[C:27]([C:29]([C:32]#[N:33])([CH3:31])[CH3:30])[CH:26]=[CH:25][C:24]=3[O:34][CH2:35][CH3:36])=[N:9]2)=[CH:4][CH:3]=1.[N:37]1([CH2:43][C:44]([NH2:46])=[O:45])[CH2:42][CH2:41][NH:40][CH2:39][CH2:38]1>>[Cl:1][C:2]1[CH:7]=[CH:6][C:5]([C@H:8]2[C@@H:12]([C:13]3[CH:18]=[CH:17][C:16]([Cl:19])=[CH:15][CH:14]=3)[N:11]([C:20]([N:40]3[CH2:41][CH2:42][N:37]([CH2:43][C:44]([NH2:46])=[O:45])[CH2:38][CH2:39]3)=[O:21])[C:10]([C:23]3[CH:28]=[C:27]([C:29]([C:32]#[N:33])([CH3:31])[CH3:30])[CH:26]=[CH:25][C:24]=3[O:34][CH2:35][CH3:36])=[N:9]2)=[CH:4][CH:3]=1. Reported procedure: 2-(4-{(4S,5R)-4,5-Bis-(4-chloro-phenyl)-2-[5-(cyano-dimethyl-methyl)-2-ethoxy-phenyl]-4,5-dihydro-imidazole-1-carbonyl}-piperazin-1-yl)-acetamide was prepared from (4S,5R)-4,5-bis-(4-chloro-phenyl)-2-[5-(cyano-dimethyl-methyl)-2-ethoxy-phenyl]-4,5-dihydro-imidazole-1-carbonyl chloride (example 12e) and 2-piperazin-1-yl-acetamide (Matrix) in an analogous manner as described in example 25. LR-MS: 647.2 [(M+H)+] RXN SMILES: [BH3:21].[BH3:22].[C:1]([CH3:2])([CH3:3])([CH3:4])[c:5]1[cH:6][c:7]([C:8](=[O:9])[OH:10])[cH:11][c:12]([C:14](=[O:15])[O:16][CH3:17])[cH:13]1.[CH2:23]1[O:24][CH2:25][CH2:26][CH2:27]1.[CH3:18][S:19][CH3:20]>>[C:1]([CH3:2])([CH3:3])([CH3:4])[c:5]1[cH:6][c:7]([CH2:8][OH:9])[cH:11][c:12]([C:14](=[O:15])[O:16][CH3:17])[cH:13]1. The product is COC(=O)c1cc(CO)cc(C(C)(C)C)c1. The reactants are B, B, COC(=O)c1cc(C(=O)O)cc(C(C)(C)C)c1, C1CCOC1, CSC.